From a dataset of the Open Reaction Database (ORD), a public repository of structured organic reaction records. describe an organic reaction: reactants, conditions, products, and yield Starting materials: CC(C)C=C(c1cccc(N(C)C)c1)c1cc2cccnc2n1S(=O)(=O)c1ccccc1, CCO, [Na+], C1CCOC1, [OH-], O. Yields the product CC(C)C=C(c1cccc(N(C)C)c1)c1cc2cccnc2[nH]1. As a reaction SMILES: [CH3:1][N:2]([c:3]1[cH:4][c:5]([C:9](=[CH:10][CH:11]([CH3:12])[CH3:13])[c:14]2[cH:15][c:16]3[c:17]([n:18][cH:19][cH:20][cH:21]3)[n:22]2[S:23]([c:24]2[cH:25][cH:26][cH:27][cH:28][cH:29]2)(=[O:30])=[O:31])[cH:6][cH:7][cH:8]1)[CH3:32].[CH3:35][CH2:36][OH:37].[Na+:34].[O:38]1[CH2:39][CH2:40][CH2:41][CH2:42]1.[OH-:33].[OH2:43]>>[CH3:1][N:2]([c:3]1[cH:4][c:5]([C:9](=[CH:10][CH:11]([CH3:12])[CH3:13])[c:14]2[cH:15][c:16]3[c:17]([n:18][cH:19][cH:20][cH:21]3)[nH:22]2)[cH:6][cH:7][cH:8]1)[CH3:32]. The reactants are ClCCl, [K+], NN, [OH-], O, O, OCCO, CCOC(=O)N1CCC(Nc2nc3ccccc3n2Cc2ccco2)CC1. Product: c1coc(Cn2c(NC3CCNCC3)nc3ccccc32)c1. As a reaction SMILES: [Cl:38][CH2:39][Cl:40].[K+:29].[NH2:31][NH2:32].[OH-:28].[OH2:30].[OH2:33].[OH:34][CH2:35][CH2:36][OH:37].[o:1]1[c:2]([CH2:6][n:7]2[c:8]([NH:16][CH:17]3[CH2:18][CH2:19][N:20]([C:23]([O:24][CH2:25][CH3:26])=[O:27])[CH2:21][CH2:22]3)[n:9][c:10]3[c:11]2[cH:12][cH:13][cH:14][cH:15]3)[cH:3][cH:4][cH:5]1>>[o:1]1[c:2]([CH2:6][n:7]2[c:8]([NH:16][CH:17]3[CH2:18][CH2:19][NH:20][CH2:21][CH2:22]3)[n:9][c:10]3[c:11]2[cH:12][cH:13][cH:14][cH:15]3)[cH:3][cH:4][cH:5]1. Starting materials: COc1cccc(CNCC(O)C(Cc2ccc(F)c(F)c2)NC(=O)OC(C)(C)C)c1, ClCCl, Cl, C1COCCO1. The product is COc1cccc(CNCC(O)C(N)Cc2ccc(F)c(F)c2)c1. As a reaction SMILES: [C:1]([O:2][C:3](=[O:4])[NH:7][CH:8]([CH:9]([CH2:10][NH:11][CH2:12][c:13]1[cH:14][c:15]([O:19][CH3:20])[cH:16][cH:17][cH:18]1)[OH:21])[CH2:22][c:23]1[cH:24][c:25]([F:30])[c:26]([F:29])[cH:27][cH:28]1)([CH3:5])([CH3:6])[CH3:31].[CH2:33]([Cl:34])[Cl:35].[ClH:32].[O:36]1[CH2:37][CH2:38][O:39][CH2:40][CH2:41]1>>[NH2:7][CH:8]([CH:9]([CH2:10][NH:11][CH2:12][c:13]1[cH:14][c:15]([O:19][CH3:20])[cH:16][cH:17][cH:18]1)[OH:21])[CH2:22][c:23]1[cH:24][c:25]([F:30])[c:26]([F:29])[cH:27][cH:28]1. Reactants: COC(=O)C(C)(C)OC(=O)N1CCC(CC1)CC1=NOC(=N1)C1=CC=2C=NC=CC2O1 (4-(5-furo[3,2-c]pyridin-2-yl-[1,2,4]oxadiazol-3-ylmethyl)piperidine-1-carboxylic acid 1-methoxycarbonyl-1-methylethyl ester), O[Li].O (LiOH.H2O). Run in C1CCOC1.O (THF H2O). Conditions: time 16 hour. Product: C(=O)(O)C(C)(C)OC(=O)N1CCC(CC1)CC1=NOC(=N1)C1=CC=2C=NC=CC2O1 (4-(5-Furo[3,2-c]pyridin-2-yl-[1,2,4]oxadiazol-3-ylmethyl)piperidine-1-carboxylic acid 1-carboxy-1-methylethyl ester). RXN SMILES: C[O:2][C:3]([C:5]([O:8][C:9]([N:11]1[CH2:16][CH2:15][CH:14]([CH2:17][C:18]2[N:22]=[C:21]([C:23]3[O:31][C:30]4[CH:29]=[CH:28][N:27]=[CH:26][C:25]=4[CH:24]=3)[O:20][N:19]=2)[CH2:13][CH2:12]1)=[O:10])([CH3:7])[CH3:6])=[O:4].O[Li].O>C1COCC1.O>[C:3]([C:5]([O:8][C:9]([N:11]1[CH2:12][CH2:13][CH:14]([CH2:17][C:18]2[N:22]=[C:21]([C:23]3[O:31][C:30]4[CH:29]=[CH:28][N:27]=[CH:26][C:25]=4[CH:24]=3)[O:20][N:19]=2)[CH2:15][CH2:16]1)=[O:10])([CH3:6])[CH3:7])([OH:4])=[O:2] |f:1.2,3.4|. Reported procedure: A stirred solution of 4-(5-furo[3,2-c]pyridin-2-yl-[1,2,4]oxadiazol-3-ylmethyl)piperidine-1-carboxylic acid 1-methoxycarbonyl-1-methylethyl ester (Example 72, 43 mg, 100 μmol) in THF-H2O (3:1, 2 mL) was treated with LiOH.H2O (9 mg, 220 μmol). After 16 h, the THF was evaporated in vacuo, then the remainder was diluted with H2O (2 mL), before being washed with EtOAc (2×5 mL). The aqueous phase was neutralised with 1 M HCl, then the mixture was extracted with EtOAc (3×10 mL). The combined EtOAc ext... Starting materials: N\C(=C/C(=O)OCC)\COCCN1C(C=2C(C1=O)=CC=CC2)=O (ethyl 3-amino-4-(2-(phthalimido)ethoxy)crotonate), ClC1=C(C=C(C(=O)OC)C(=O)C)C=CC=C1 (methyl 2-(2-chlorobenzylidene)acetoacetate). Run in C(C)O (ethanol), C(C)O (ethanol). Yields the product ClC1=C(C=CC=C1)C1C(=C(NC(=C1C(=O)OC)C)COCCN1C(C=2C(C1=O)=CC=CC2)=O)C(=O)OCC (4-(2-chlorophenyl)-3-ethoxycarbonyl-5-methoxycarbonyl-6-methyl-2-(2-phthalimidoethoxy)methyl-1,4-dihydropyridine). The yield is 34.9%. Reaction SMILES: [NH2:1]/[C:2](/[CH2:9][O:10][CH2:11][CH2:12][N:13]1[C:17](=[O:18])[C:16]2=[CH:19][CH:20]=[CH:21][CH:22]=[C:15]2[C:14]1=[O:23])=[CH:3]\[C:4]([O:6][CH2:7][CH3:8])=[O:5].[Cl:24][C:25]1[CH:39]=[CH:38][CH:37]=[CH:36][C:26]=1[CH:27]=[C:28]([C:33]([CH3:35])=O)[C:29]([O:31][CH3:32])=[O:30]>C(O)C>[Cl:24][C:25]1[CH:39]=[CH:38][CH:37]=[CH:36][C:26]=1[CH:27]1[C:28]([C:29]([O:31][CH3:32])=[O:30])=[C:33]([CH3:35])[NH:1][C:2]([CH2:9][O:10][CH2:11][CH2:12][N:13]2[C:14](=[O:23])[C:15]3=[CH:22][CH:21]=[CH:20][CH:19]=[C:16]3[C:17]2=[O:18])=[C:3]1[C:4]([O:6][CH2:7][CH3:8])=[O:5]. Procedure: 24.0 g (75.4 mmoles) of ethyl 3-amino-4-(2-(phthalimido)ethoxy)crotonate and 18.9 g (79.2 mmoles) of methyl 2-(2-chlorobenzylidene)acetoacetate in 64 ml of ethanol were heated under reflux for 20 hours. The reaction mixture was diluted with 56 ml of ethanol and was cooled to crystallise the product. 14.2 g (yield 70%) of 4-(2-chlorophenyl)-3-ethoxycarbonyl-5-methoxycarbonyl-6-methyl-2-(2-phthalimidoethoxy)methyl-1,4-dihydropyridine were obtained. Reactants: O.[OH-].[Li+] (lithium hydroxide monohydrate), OC(C)(C)C=1N=C(N(C1C(=O)OCC)CC1=CC=C(C=C1)C1=C(C=CC=C1)C(=O)C(=O)OC)CCC (ethyl 4-(1-hydroxy-1-methylethyl)-1-[(2'-methoxalylbiphenyl-4-yl)methyl]-2-propylimidazole-5-carboxylate). Solvent: O (water), O1CCOCC1 (dioxane). Reaction conditions: time 5 hour. Yields the product OC(C)(C)C=1N=C(N(C1C(=O)O)CC1=CC=C(C=C1)C1=C(C=CC=C1)C(=O)C(=O)O)CCC (4-(1-Hydroxy-1-methylethyl)-1-[(2'-oxalobiphenyl4-yl)methyl]-2-propylimidazole-5-carboxylic acid). The yield is 75.8%. RXN SMILES: O.[OH-].[Li+].[OH:4][C:5]([C:8]1[N:9]=[C:10]([CH2:37][CH2:38][CH3:39])[N:11]([CH2:18][C:19]2[CH:24]=[CH:23][C:22]([C:25]3[CH:30]=[CH:29][CH:28]=[CH:27][C:26]=3[C:31]([C:33]([O:35]C)=[O:34])=[O:32])=[CH:21][CH:20]=2)[C:12]=1[C:13]([O:15]CC)=[O:14])([CH3:7])[CH3:6]>O.O1CCOCC1>[OH:4][C:5]([C:8]1[N:9]=[C:10]([CH2:37][CH2:38][CH3:39])[N:11]([CH2:18][C:19]2[CH:24]=[CH:23][C:22]([C:25]3[CH:30]=[CH:29][CH:28]=[CH:27][C:26]=3[C:31]([C:33]([OH:35])=[O:34])=[O:32])=[CH:21][CH:20]=2)[C:12]=1[C:13]([OH:15])=[O:14])([CH3:6])[CH3:7] |f:0.1.2|. Reported procedure: A solution of 247 mg of lithium hydroxide monohydrate dissolved in 3 ml of water was added to a solution of 447 mg of ethyl 4-(1-hydroxy-1-methylethyl)-1-[(2'-methoxalylbiphenyl-4-yl)methyl]-2-propylimidazole-5-carboxylate [prepared as described in step (a) above] dissolved in 5 ml of dioxane, and the resulting mixture was stirred at room temperature for 5 hours. At the end of this time, the dioxane in the reaction mixture was removed by evaporation under reduced pressure, and 5.9 ml of 1N aqueo... Starting materials: CC(C)C(C)Nc1nc2c(Br)c[nH]c(=O)c2c2cc(F)ccc12, O=C([O-])[O-], [Na+], [Na+], C1COCCO1, OB(O)c1ccsc1. Product: CC(C)C(C)Nc1nc2c(-c3ccsc3)c[nH]c(=O)c2c2cc(F)ccc12. Reaction SMILES: [Br:1][c:2]1[cH:3][nH:4][c:5](=[O:23])[c:6]2[c:7]3[c:8]([c:9]([NH:12][CH:13]([CH:14]([CH3:15])[CH3:16])[CH3:17])[n:10][c:11]12)[cH:18][cH:19][c:20]([F:22])[cH:21]3.[C:38](=[O:39])([O-:40])[O-:41].[Na+:42].[Na+:43].[O:32]1[CH2:33][CH2:34][O:35][CH2:36][CH2:37]1.[s:24]1[cH:25][c:26]([B:29]([OH:30])[OH:31])[cH:27][cH:28]1>>[c:2]1(-[c:26]2[cH:25][s:24][cH:28][cH:27]2)[cH:3][nH:4][c:5](=[O:23])[c:6]2[c:7]3[c:8]([c:9]([NH:12][CH:13]([CH:14]([CH3:15])[CH3:16])[CH3:17])[n:10][c:11]12)[cH:18][cH:19][c:20]([F:22])[cH:21]3. Starting materials: CC(COC1OCCCC1)(C)C1=NOC(=C1)NC(=O)[C@H]1N(CCC1)C1CCOCC1 ((S)-1-(tetrahydro-pyran-4-yl)-pyrrolidine-2-carboxylic acid (3-[1,1-dimethyl-2-(tetrahydro-pyran-2-yloxy)-ethyl]-isoxazol-5-yl)-amide), C1(=CC=C(C=C1)S(=O)(=O)[O-])C.[NH+]1=CC=CC=C1 (pyridinium-p-toluenesulfonate). Solvent: CCO (EtOH). Reaction conditions: temperature 75 celsius, time 28 hour. Yields the product OCC(C)(C)C1=NOC(=C1)NC(=O)[C@H]1N(CCC1)C1CCOCC1 ((S)-1-(tetrahydro-pyran-4-yl)pyrrolidine-2-carboxylic acid [3-(2-hydroxy-1,1-dimethyl-ethyl)-isoxazol-5-yl]amide). Yield: 74.9%. As a reaction SMILES: [CH3:1][C:2]([C:12]1[CH:16]=[C:15]([NH:17][C:18]([C@@H:20]2[CH2:24][CH2:23][CH2:22][N:21]2[CH:25]2[CH2:30][CH2:29][O:28][CH2:27][CH2:26]2)=[O:19])[O:14][N:13]=1)([CH3:11])[CH2:3][O:4]C1CCCCO1.C1(C)C=CC(S([O-])(=O)=O)=CC=1.[NH+]1C=CC=CC=1>CCO>[OH:4][CH2:3][C:2]([C:12]1[CH:16]=[C:15]([NH:17][C:18]([C@@H:20]2[CH2:24][CH2:23][CH2:22][N:21]2[CH:25]2[CH2:26][CH2:27][O:28][CH2:29][CH2:30]2)=[O:19])[O:14][N:13]=1)([CH3:11])[CH3:1] |f:1.2|. Procedure details: To 400 mg (0.95 mmol) of (S)-1-(tetrahydro-pyran-4-yl)-pyrrolidine-2-carboxylic acid (3-[1,1-dimethyl-2-(tetrahydro-pyran-2-yloxy)-ethyl]-isoxazol-5-yl)-amide in EtOH (6.00 mL) are added 119 mg (0.47 mmol) pyridinium-p-toluenesulfonate. The reaction is stirred at 75° C. for 28 h. The reaction mixture is purified by HPLC-MS to afford 240 mg of (S)-1-(tetrahydro-pyran-4-yl)pyrrolidine-2-carboxylic acid [3-(2-hydroxy-1,1-dimethyl-ethyl)-isoxazol-5-yl]amide. Yield: 75%; ESI-MS: 338 [M+H]+; HPLC (Rt)... Reactants: C(C(C)C)(=O)Cl (isobutyryl chloride), [Cu](C#N)C#N (copper cyanide), [Br-].[Li+] (lithium bromide), [I-].C(#N)C=1C=C(C=CC1)[Zn+] (3-cyanophenyl zinc iodide). The solvent is O1CCCC1 (tetrahydrofuran). Run at temperature 0 celsius, time 30 minute. The product is CC(C(=O)C=1C=C(C=CC1)C#N)C (3-(2-methylpropanoyl)benzenecarbonitrile). Yield: 72.2%. As a reaction SMILES: [Cu](C#N)C#N.[Br-].[Li+].[I-].[C:9]([C:11]1[CH:12]=[C:13]([Zn+])[CH:14]=[CH:15][CH:16]=1)#[N:10].[C:18](Cl)(=[O:22])[CH:19]([CH3:21])[CH3:20]>O1CCCC1>[CH3:20][CH:19]([CH3:21])[C:18]([C:13]1[CH:12]=[C:11]([C:9]#[N:10])[CH:16]=[CH:15][CH:14]=1)=[O:22] |f:1.2,3.4|. Procedure details: To a mixture prepared by adding copper cyanide (940 mg, 10.5 mmol) to a cooled solution of lithium bromide (1.82 g 21 mmol) in tetrahydrofurn at −25° C. under argon atmosphere was added a solution of 0.5M 3-cyanophenyl zinc iodide (20 ml, 10 mmol) in tetrahydrofuran. The reaction mixture was allowed to warm to 0° C. for 30 minutes then cooled down to −25° C. to which neat isobutyryl chloride (1.06 ml, 10.1 mmol) was added all at once. The reaction was kept at −25° C. for 30 minutes then quenched... Starting materials: Ic1cccc2ccccc12, CC(C)C(=O)Nc1cccc(C2CCN(Cc3ccc4[nH]ccc4c3)CC2)c1. The product is CC(C)C(=O)Nc1cccc(C2CCN(Cc3ccc4c(ccn4-c4cccc5ccccc45)c3)CC2)c1. RXN SMILES: [I:1][c:2]1[cH:3][cH:4][cH:5][c:6]2[cH:7][cH:8][cH:9][cH:10][c:11]12.[nH:12]1[cH:13][cH:14][c:15]2[cH:16][c:17]([CH2:21][N:22]3[CH2:23][CH2:24][CH:25]([c:28]4[cH:29][c:30]([NH:34][C:35]([CH:36]([CH3:37])[CH3:38])=[O:39])[cH:31][cH:32][cH:33]4)[CH2:26][CH2:27]3)[cH:18][cH:19][c:20]12>>[c:2]1(-[n:12]2[cH:13][cH:14][c:15]3[cH:16][c:17]([CH2:21][N:22]4[CH2:23][CH2:24][CH:25]([c:28]5[cH:29][c:30]([NH:34][C:35]([CH:36]([CH3:37])[CH3:38])=[O:39])[cH:31][cH:32][cH:33]5)[CH2:26][CH2:27]4)[cH:18][cH:19][c:20]23)[cH:3][cH:4][cH:5][c:6]2[cH:7][cH:8][cH:9][cH:10][c:11]12.